Dataset: the Open Reaction Database (ORD), a public repository of structured organic reaction records. Task: describe an organic reaction: reactants, conditions, products, and yield The reactants are O (water), FC=1C=C2CC(N(CC2=CC1)CCCN)CC1=CC=C(C=C1)F (3-[6-fluoro-3-(4-fluorobenzyl)-3,4-dihydroisoquinolin-2(1H)-yl]propanamine), NC1=CC=NC=C1 (4-aminopyridine), C1=CN(C=N1)C(=O)N2C=CN=C2 (CDI). Run in C1CCOC1 (THF). Run at temperature 60 celsius, time 3 hour. The product is FC=1C=C2CC(N(CC2=CC1)CCCNC(=O)NC1=CC=NC=C1)CC1=CC=C(C=C1)F (1-[3-[6-fluoro-3-(4-fluorobenzyl)-3,4-dihydroisoquinolin-2(1H)-yl]propyl]-3-(4-pyridinyl)urea). The yield is 12.1%. Reaction SMILES: [F:1][C:2]1[CH:3]=[C:4]2[C:9](=[CH:10][CH:11]=1)[CH2:8][N:7]([CH2:12][CH2:13][CH2:14][NH2:15])[CH:6]([CH2:16][C:17]1[CH:22]=[CH:21][C:20]([F:23])=[CH:19][CH:18]=1)[CH2:5]2.[NH2:24][C:25]1[CH:30]=[CH:29][N:28]=[CH:27][CH:26]=1.C1N=CN([C:36](N2C=NC=C2)=[O:37])C=1.O>C1COCC1>[F:1][C:2]1[CH:3]=[C:4]2[C:9](=[CH:10][CH:11]=1)[CH2:8][N:7]([CH2:12][CH2:13][CH2:14][NH:15][C:36]([NH:24][C:25]1[CH:30]=[CH:29][N:28]=[CH:27][CH:26]=1)=[O:37])[CH:6]([CH2:16][C:17]1[CH:18]=[CH:19][C:20]([F:23])=[CH:21][CH:22]=1)[CH2:5]2. Procedure details: 60 mg of 3-[6-fluoro-3-(4-fluorobenzyl)-3,4-dihydroisoquinolin-2(1H)-yl]propanamine obtained in Example 238-b), 20 mg of 4-aminopyridine, and 34 mg of CDI were dissolved in 1.2 mL of THF, followed by stirring at 60° C. for 3 hours. After completion of the reaction, water was added to the reaction liquid, followed by extraction with chloroform. The organic layer was then washed with saturated brine, dried over anhydrous sodium sulfate and then concentrated under reduced pressure. The residue obta... The reactants are CC(=O)O, [Na+], [OH-], O, Cc1ncccc1O. Product: Cc1nc(CO)ccc1O. RXN SMILES: [CH3:12][C:13]([OH:14])=[O:15].[Na+:10].[OH-:9].[OH2:11].[OH:1][c:2]1[c:3]([CH3:8])[n:4][cH:5][cH:6][cH:7]1>>[OH:1][c:2]1[c:3]([CH3:8])[n:4][c:5]([CH2:13][OH:14])[cH:6][cH:7]1. The product is COc1cc(O)cc(C)c1SC. Reaction SMILES: [BH4-:16].[CH2:18]1[O:19][CH2:20][CH2:21][CH2:22]1.[CH2:1]([CH:2]=[CH2:3])[O:4][c:5]1[cH:6][c:7]([CH3:15])[c:8]([S:13][CH3:14])[c:9]([O:11][CH3:12])[cH:10]1.[Na+:17].[Pd:99].[c:23]1([P:24]([c:25]2[cH:26][cH:27][cH:28][cH:29][cH:30]2)[c:31]2[cH:32][cH:33][cH:34][cH:35][cH:36]2)[cH:37][cH:38][cH:39][cH:40][cH:41]1.[c:42]1([P:43]([c:44]2[cH:45][cH:46][cH:47][cH:48][cH:49]2)[c:50]2[cH:51][cH:52][cH:53][cH:54][cH:55]2)[cH:56][cH:57][cH:58][cH:59][cH:60]1.[c:61]1([P:62]([c:63]2[cH:64][cH:65][cH:66][cH:67][cH:68]2)[c:69]2[cH:70][cH:71][cH:72][cH:73][cH:74]2)[cH:75][cH:76][cH:77][cH:78][cH:79]1.[c:80]1([P:81]([c:82]2[cH:83][cH:84][cH:85][cH:86][cH:87]2)[c:88]2[cH:89][cH:90][cH:91][cH:92][cH:93]2)[cH:94][cH:95][cH:96][cH:97][cH:98]1>>[OH:4][c:5]1[cH:6][c:7]([CH3:15])[c:8]([S:13][CH3:14])[c:9]([O:11][CH3:12])[cH:10]1. The reactants are [BH4-], C1CCOC1, C=CCOc1cc(C)c(SC)c(OC)c1, [Na+], [Pd], c1ccc(P(c2ccccc2)c2ccccc2)cc1, c1ccc(P(c2ccccc2)c2ccccc2)cc1, c1ccc(P(c2ccccc2)c2ccccc2)cc1, c1ccc(P(c2ccccc2)c2ccccc2)cc1. Starting materials: ON=C1CCCCC1, CC(C)(C)[O-], O=[N+]([O-])c1ccc(Cl)cc1, [K+], CN(C)C=O. Yields the product O=[N+]([O-])c1ccc(ON=C2CCCCC2)cc1. Reaction SMILES: [C:7]1(=[N:13][OH:14])[CH2:8][CH2:9][CH2:10][CH2:11][CH2:12]1.[CH3:1][C:2]([CH3:3])([O-:4])[CH3:5].[Cl:15][c:16]1[cH:17][cH:18][c:19]([N+:22](=[O:23])[O-:24])[cH:20][cH:21]1.[K+:6].[O:25]=[CH:26][N:27]([CH3:28])[CH3:29]>>[C:7]1(=[N:13][O:14][c:16]2[cH:17][cH:18][c:19]([N+:22](=[O:23])[O-:24])[cH:20][cH:21]2)[CH2:8][CH2:9][CH2:10][CH2:11][CH2:12]1. Reactants: O=C(Cl)c1ccccc1, ClCCl, [Cl-], Nc1ccc2ccccc2c1-c1c(P(c2ccccc2)c2ccccc2)ccc2ccccc12, [NH4+], c1ccncc1. The product is O=C(Nc1ccc2ccccc2c1-c1c(P(c2ccccc2)c2ccccc2)ccc2ccccc12)c1ccccc1. Reaction SMILES: [C:41]([c:42]1[cH:43][cH:44][cH:45][cH:46][cH:47]1)(=[O:48])[Cl:49].[CH2:52]([Cl:53])[Cl:54].[Cl-:50].[NH2:1][c:2]1[c:3](-[c:12]2[c:13]([P:22]([c:23]3[cH:24][cH:25][cH:26][cH:27][cH:28]3)[c:29]3[cH:30][cH:31][cH:32][cH:33][cH:34]3)[cH:14][cH:15][c:16]3[cH:17][cH:18][cH:19][cH:20][c:21]23)[c:4]2[cH:5][cH:6][cH:7][cH:8][c:9]2[cH:10][cH:11]1.[NH4+:51].[cH:35]1[cH:36][cH:37][n:38][cH:39][cH:40]1>>[NH:1]([c:2]1[c:3](-[c:12]2[c:13]([P:22]([c:23]3[cH:24][cH:25][cH:26][cH:27][cH:28]3)[c:29]3[cH:30][cH:31][cH:32][cH:33][cH:34]3)[cH:14][cH:15][c:16]3[cH:17][cH:18][cH:19][cH:20][c:21]23)[c:4]2[cH:5][cH:6][cH:7][cH:8][c:9]2[cH:10][cH:11]1)[C:41]([c:42]1[cH:43][cH:44][cH:45][cH:46][cH:47]1)=[O:48]. The reactants are CCOC(=O)C=C(C)CP(=O)(OCC)OCC, C1CCOC1, [Li]CCCC, CN1CCCN(C)C1=O, CCCOc1c(C(=CC=O)CC)cc(C(C)C)cc1C(C)C. The product is CCCOc1c(C(=CC=CC(C)=CC(=O)OCC)CC)cc(C(C)C)cc1C(C)C. As a reaction SMILES: [CH2:1]([CH3:2])[O:3][C:4]([CH:5]=[C:6]([CH2:7][P:8]([O:9][CH2:10][CH3:11])([O:12][CH2:13][CH3:14])=[O:15])[CH3:16])=[O:17].[CH2:54]1[O:55][CH2:56][CH2:57][CH2:58]1.[CH3:18][CH2:19][CH2:20][CH2:21][Li:22].[CH3:45][N:46]1[CH2:47][CH2:48][CH2:49][N:50]([CH3:51])[C:52]1=[O:53].[CH:23]([CH3:24])([CH3:25])[c:26]1[c:27]([O:41][CH2:42][CH2:43][CH3:44])[c:28]([C:35](=[CH:36][CH:37]=[O:38])[CH2:39][CH3:40])[cH:29][c:30]([CH:32]([CH3:33])[CH3:34])[cH:31]1>>[CH2:1]([CH3:2])[O:3][C:4]([CH:5]=[C:6]([CH:7]=[CH:37][CH:36]=[C:35]([c:28]1[c:27]([O:41][CH2:42][CH2:43][CH3:44])[c:26]([CH:23]([CH3:24])[CH3:25])[cH:31][c:30]([CH:32]([CH3:33])[CH3:34])[cH:29]1)[CH2:39][CH3:40])[CH3:16])=[O:17].